Task: describe an organic reaction: reactants, conditions, products, and yield. Dataset: the Open Reaction Database (ORD), a public repository of structured organic reaction records Starting materials: C(=NC1CCCCC1)=NC1CCCCC1, CO, CN(CCc1c(Cl)cccc1[N+](=O)[O-])CC(=O)O, [H][H], [Pt]. Product: CN1CCc2c(Cl)cccc2NC(=O)C1. Reaction SMILES: [CH2:21]1[CH2:22][CH2:23][CH:24]([N:25]=[C:26]=[N:27][CH:28]2[CH2:29][CH2:30][CH2:31][CH2:32][CH2:33]2)[CH2:34][CH2:35]1.[CH3:36][OH:37].[Cl:1][c:2]1[c:3]([CH2:11][CH2:12][N:13]([CH3:14])[CH2:15][C:16](=[O:17])[OH:18])[c:4]([N+:8]([O-:9])=[O:10])[cH:5][cH:6][cH:7]1.[H:19][H:20].[Pt:38]>>[Cl:1][c:2]1[c:3]2[c:4]([cH:5][cH:6][cH:7]1)[NH:8][C:16](=[O:18])[CH2:15][N:13]([CH3:14])[CH2:12][CH2:11]2.